Dataset: the Open Reaction Database (ORD), a public repository of structured organic reaction records. Task: describe an organic reaction: reactants, conditions, products, and yield The reactants are CCO, Cc1ccc2c(c1)CC(=O)N2c1c(F)cc(F)cc1Cl, [Na+], [OH-]. The product is Cc1ccc(Nc2c(F)cc(F)cc2Cl)c(CC(=O)O)c1. As a reaction SMILES: [CH3:23][CH2:24][OH:25].[Cl:3][c:4]1[c:5]([N:12]2[C:13](=[O:22])[CH2:14][c:15]3[cH:16][c:17]([CH3:21])[cH:18][cH:19][c:20]32)[c:6]([F:11])[cH:7][c:8]([F:10])[cH:9]1.[Na+:2].[OH-:1]>>[O:1]=[C:13]([CH2:14][c:15]1[cH:16][c:17]([CH3:21])[cH:18][cH:19][c:20]1[NH:12][c:5]1[c:4]([Cl:3])[cH:9][c:8]([F:10])[cH:7][c:6]1[F:11])[OH:22]. The reactants are COc1cccc(N=C=O)c1, CCN(CC)C(=O)CN1C(=O)C(N)N=C(c2ccccc2)c2ccccc21, C1CCOC1. The product is CCN(CC)C(=O)CN1C(=O)C(NC(=O)Nc2cccc(OC)c2)N=C(c2ccccc2)c2ccccc21. RXN SMILES: [CH3:28][O:29][c:30]1[cH:31][c:32]([N:36]=[C:37]=[O:38])[cH:33][cH:34][cH:35]1.[NH2:1][CH:2]1[C:3](=[O:27])[N:4]([CH2:19][C:20](=[O:21])[N:22]([CH2:23][CH3:24])[CH2:25][CH3:26])[c:5]2[c:6]([cH:15][cH:16][cH:17][cH:18]2)[C:7]([c:9]2[cH:10][cH:11][cH:12][cH:13][cH:14]2)=[N:8]1.[O:39]1[CH2:40][CH2:41][CH2:42][CH2:43]1>>[NH:1]([CH:2]1[C:3](=[O:27])[N:4]([CH2:19][C:20](=[O:21])[N:22]([CH2:23][CH3:24])[CH2:25][CH3:26])[c:5]2[c:6]([cH:15][cH:16][cH:17][cH:18]2)[C:7]([c:9]2[cH:10][cH:11][cH:12][cH:13][cH:14]2)=[N:8]1)[C:37]([NH:36][c:32]1[cH:31][c:30]([O:29][CH3:28])[cH:35][cH:34][cH:33]1)=[O:38]. The reactants are N1=CC=CC=C1 (pyridine), C(C)(=O)Cl (acetyl chloride), OC1=C2C(N(C(C2=CC=C1)=O)CC(C(=O)OCC)C1(OCCO1)C)=O (Ethyl 3-(4-hydroxy-1,3-dioxo-1,3-dihydro-isoindol-2-yl)-2-(2-methyl-[1,3]dioxolan-2-yl)propionate). Run in ClCCl (dichloromethane). Conditions: time 10 minute. The product is C(C)(=O)OC1=C2C(N(C(C2=CC=C1)=O)CC(C(=O)OCC)C(C)=O)=O (Ethyl 2-(4-acetoxy-1,3-dioxo-1,3-dihydro-isoindol-2-ylmethyl)-3-oxo-butyrate). Yield: 54.2%. As a reaction SMILES: [OH:1][C:2]1[CH:10]=[CH:9][CH:8]=[C:7]2[C:3]=1[C:4](=[O:25])[N:5]([CH2:12][CH:13]([C:19]1([CH3:24])OCC[O:20]1)[C:14]([O:16][CH2:17][CH3:18])=[O:15])[C:6]2=[O:11].N1C=CC=CC=1.[C:32](Cl)(=[O:34])[CH3:33]>ClCCl>[C:32]([O:1][C:2]1[CH:10]=[CH:9][CH:8]=[C:7]2[C:3]=1[C:4](=[O:25])[N:5]([CH2:12][CH:13]([C:19](=[O:20])[CH3:24])[C:14]([O:16][CH2:17][CH3:18])=[O:15])[C:6]2=[O:11])(=[O:34])[CH3:33]. Procedure: Ethyl 3-(4-hydroxy-1,3-dioxo-1,3-dihydro-isoindol-2-yl)-2-(2-methyl-[1,3]dioxolan-2-yl)propionate (102.4 mg, 0.34 mmol) was dissolved in dichloromethane, and pyridine (55 μl, 0.682 mmol) and acetyl chloride (49 μl, 0.68 mmol) were then slowly added dropwise to the obtained solution at 0° C. The resulting mixture was then stirred at the same temperature for 10 minutes. After the reaction was completed, the reaction mixture was washed with water and then the aqueous layer was extracted with dichlo... Reactants: C=C(C)CC1(c2ccccc2)CCCN(C(C)c2ccc(Br)cc2)C(=O)O1, CC(N)c1ccc(Br)cc1, CC#N, [K+], [K+], O=C([O-])[O-]. The product is C=C(C)CC(O)(CCCNC(C)c1ccc(Br)cc1)c1ccccc1. Reaction SMILES: [Br:11][c:12]1[cH:13][cH:14][c:15]([CH:18]([CH3:19])[N:20]2[C:21](=[O:37])[O:22][C:23]([c:27]3[cH:28][cH:29][cH:30][cH:31][cH:32]3)([CH2:33][C:34](=[CH2:35])[CH3:36])[CH2:24][CH2:25][CH2:26]2)[cH:16][cH:17]1.[Br:1][c:2]1[cH:3][cH:4][c:5]([CH:6]([NH2:7])[CH3:8])[cH:9][cH:10]1.[CH3:44][C:45]#[N:46].[K+:38].[K+:39].[O-:40][C:41]([O-:42])=[O:43]>>[Br:11][c:12]1[cH:13][cH:14][c:15]([CH:18]([CH3:19])[NH:20][CH2:26][CH2:25][CH2:24][C:23]([OH:22])([c:27]2[cH:28][cH:29][cH:30][cH:31][cH:32]2)[CH2:33][C:34](=[CH2:35])[CH3:36])[cH:16][cH:17]1. The reactants are C1(CC1)N1C=C(C(C2=C(C(=C(C(=C12)F)F)F)N)=O)C(=O)O (1-cyclopropyl-5-amino-6,7,8-trifluoro-1,4-dihydro-4-oxoquinoline-3-carboxylic acid), Br.C(C)(=O)NCC=1C=C2CNCC2=CC1 (5-acetamidomethylisoindoline hydrobromide), C1CCC2=NCCCN2CC1 (DBU). Solvent: CN(C)C=O (DMF). Product: C(C)(=O)NCC=1C=C2CN(CC2=CC1)C1=C(C(=C2C(C(=CN(C2=C1F)C1CC1)C(=O)O)=O)N)F (7-(5-acetamidomethyl-2-isoindolinyl)-1-cyclopropyl-5-amino-6,8-difluoro-1,4-dihydro-4-oxoquinoline-3-carboxylic acid). Yield: 62.1%. Reaction SMILES: [CH:1]1([N:4]2[C:13]3[C:8](=[C:9]([NH2:17])[C:10]([F:16])=[C:11](F)[C:12]=3[F:14])[C:7](=[O:18])[C:6]([C:19]([OH:21])=[O:20])=[CH:5]2)[CH2:3][CH2:2]1.Br.[C:23]([NH:26][CH2:27][C:28]1[CH:29]=[C:30]2[C:34](=[CH:35][CH:36]=1)[CH2:33][NH:32][CH2:31]2)(=[O:25])[CH3:24].C1CCN2C(=NCCC2)CC1>CN(C=O)C>[C:23]([NH:26][CH2:27][C:28]1[CH:29]=[C:30]2[C:34](=[CH:35][CH:36]=1)[CH2:33][N:32]([C:11]1[C:12]([F:14])=[C:13]3[C:8]([C:7](=[O:18])[C:6]([C:19]([OH:21])=[O:20])=[CH:5][N:4]3[CH:1]3[CH2:2][CH2:3]3)=[C:9]([NH2:17])[C:10]=1[F:16])[CH2:31]2)(=[O:25])[CH3:24] |f:1.2|. Procedure: 447 mg of 1-cyclopropyl-5-amino-6,7,8-trifluoro-1,4-dihydro-4-oxoquinoline-3-carboxylic acid, 490 mg of 5-acetamidomethylisoindoline hydrobromide, 795 mg of DBU, and 3 ml of anhydrous DMF were processed in the same manner as in Example 20 to produce 436 mg of 7-(5-acetamidomethyl-2-isoindolinyl)-1-cyclopropyl-5-amino-6,8-difluoro-1,4-dihydro-4-oxoquinoline-3-carboxylic acid. Starting materials: C(C)(C)N1C(C=2C(C1=O)=C(C(=C(C2F)F)F)F)=O (N-isopropyl-tetrafluorophthalimide), S(O)(O)(=O)=O (sulfuric acid), C(C)(=O)O (acetic acid). Run in O (water). Yields the product FC=1C(=C(C(=C2C1C(=O)OC2=O)F)F)F (tetrafluorophthalic anhydride). Isolated yield 66.4%. Reaction SMILES: C(N1[C:8](=[O:9])[C:7]2=[C:10]([F:17])[C:11]([F:16])=[C:12]([F:15])[C:13]([F:14])=[C:6]2[C:5]1=[O:18])(C)C.S(=O)(=O)(O)[OH:20].C(O)(=O)C>O>[F:17][C:10]1[C:11]([F:16])=[C:12]([F:15])[C:13]([F:14])=[C:6]2[C:5](=[O:18])[O:9][C:8](=[O:20])[C:7]=12. Procedure details: In a 500 ml three neck distillation flask were placed 47 g (0.18 mol) of N-isopropyl-tetrafluorophthalimide, 71 ml of concentrated sulfuric acid, 43 ml of acetic acid, and 13 ml of water, and the mixture was reacted for 5 hours at 140° to 150° C. with stirring. After cooling, the reaction mixture was extracted three times with 200 ml of toluene, and the toluene layers thus formed were collected and concentrated by distillation under a reduced pressure to provide 26.3 g (yield 66.4%) of tetrafluo... Yields the product C(C)(C)(C)OC(=O)C12COC(OC1)(OC2)C (4-(t-butoxycarbonyl)-1-methyl-2,6,7-trioxabicyclo[2.2.2]octane). Solvent: C(C)#N (acetonitrile). RXN SMILES: [C:1]([C:4]12[CH2:11][O:10][C:7]([CH3:12])([O:8][CH2:9]1)[O:6][CH2:5]2)([OH:3])=[O:2].C1(N=C=NC2CCCCC2)CCCCC1.[CH3:28][C:29](O)([CH3:31])[CH3:30]>C(#N)C>[C:29]([O:2][C:1]([C:4]12[CH2:9][O:8][C:7]([CH3:12])([O:6][CH2:5]1)[O:10][CH2:11]2)=[O:3])([CH3:31])([CH3:30])[CH3:28]. Reactants: C(=O)(O)C12COC(OC1)(OC2)C (4-carboxy-1-methyl-2,6,7-trioxabicyclo[2.2.2]octane), C1(CCCCC1)N=C=NC1CCCCC1 (1,3-dicyclohexylcarbodiimide), CC(C)(C)O (2-methyl-2-propanol). Conditions: temperature 25 celsius, time 30 minute. Procedure details: A mixture of 4-carboxy-1-methyl-2,6,7-trioxabicyclo[2.2.2]octane (9.3 g, 0.053 mol) and 1,3-dicyclohexylcarbodiimide (10.9 g, 0,053 mol) in 100 mL of acetonitrile is stirred at 25° C. for 30 min. Then 2-methyl-2-propanol (3.9 g, 5.0 mL, 0.053 mol) is added and the resulting mixture is stirred for 15 hrs. The solids are filtered and the filtrate is evaporated under reduced pressure to yield 4-(t-butoxycarbonyl)-1-methyl-2,6,7-trioxabicyclo[2.2.2]octane as a crude oil. This material is dissolved i... Starting materials: CC(=O)NCC1CNCCO1, O=C([O-])[O-], CCC(C)=O, Fc1ccc(CCl)cc1, [I-], [K+], [K+], [K+]. Product: CC(=O)NCC1CN(Cc2ccc(F)cc2)CCO1. Reaction SMILES: [C:1]([CH3:2])(=[O:3])[NH:4][CH2:5][CH:6]1[O:7][CH2:8][CH2:9][NH:10][CH2:11]1.[C:21](=[O:22])([O-:23])[O-:24].[CH2:29]([C:30]([CH3:31])=[O:32])[CH3:33].[F:12][c:13]1[cH:14][cH:15][c:16]([CH2:17][Cl:18])[cH:19][cH:20]1.[I-:28].[K+:25].[K+:26].[K+:27]>>[C:1]([CH3:2])(=[O:3])[NH:4][CH2:5][CH:6]1[O:7][CH2:8][CH2:9][N:10]([CH2:17][c:16]2[cH:15][cH:14][c:13]([F:12])[cH:20][cH:19]2)[CH2:11]1.